Task: describe an organic reaction: reactants, conditions, products, and yield. Dataset: the Open Reaction Database (ORD), a public repository of structured organic reaction records Reactants: CCOC(=O)c1cn(C)nc1Nc1ccc(C(F)(F)F)cc1[N+](=O)[O-], CCOC(C)=O, CCO. Yields the product CCOC(=O)c1cn(C)nc1Nc1ccc(C(F)(F)F)cc1N. Reaction SMILES: [CH3:1][n:2]1[n:3][c:4]([NH:12][c:13]2[c:14]([N+:23]([O-:24])=[O:25])[cH:15][c:16]([C:19]([F:20])([F:21])[F:22])[cH:17][cH:18]2)[c:5]([C:7](=[O:8])[O:9][CH2:10][CH3:11])[cH:6]1.[CH3:26][CH2:27][O:28][C:29](=[O:30])[CH3:31].[CH3:32][CH2:33][OH:34]>>[CH3:1][n:2]1[n:3][c:4]([NH:12][c:13]2[c:14]([NH2:23])[cH:15][c:16]([C:19]([F:20])([F:21])[F:22])[cH:17][cH:18]2)[c:5]([C:7](=[O:8])[O:9][CH2:10][CH3:11])[cH:6]1.